Dataset: the Open Reaction Database (ORD), a public repository of structured organic reaction records. Task: describe an organic reaction: reactants, conditions, products, and yield Starting materials: C(C)(=O)OCC (ethyl acetate), COC(C1=C(C=CC=C1I)CBr)=O (2-bromomethyl-6-iodo-benzoic acid methyl ester), CC1=C(CN)C=CC=C1 (2-methyl-benzylamine), C(=O)([O-])[O-].[K+].[K+] (K2CO3). Run in C1(=CC=CC=C1)C (toluene), CCCCCC (hexane). Reaction conditions: temperature 100 celsius, time 2 hour. The product is IC=1C=CC=C2CN(C(C12)=O)CC1=C(C=CC=C1)C (7-iodo-2-(2-methyl-benzyl)-2,3-dihydro-isoindol-1-one). Yield: 51.4%. Reaction SMILES: CO[C:3](=[O:13])[C:4]1[C:9]([I:10])=[CH:8][CH:7]=[CH:6][C:5]=1[CH2:11]Br.[CH3:14][C:15]1[CH:22]=[CH:21][CH:20]=[CH:19][C:16]=1[CH2:17][NH2:18].C([O-])([O-])=O.[K+].[K+].C(OCC)(=O)C>C1(C)C=CC=CC=1.CCCCCC>[I:10][C:9]1[CH:8]=[CH:7][CH:6]=[C:5]2[C:4]=1[C:3](=[O:13])[N:18]([CH2:17][C:16]1[CH:19]=[CH:20][CH:21]=[CH:22][C:15]=1[CH3:14])[CH2:11]2 |f:2.3.4|. Procedure: A mixture of 2-bromomethyl-6-iodo-benzoic acid methyl ester (0.107 g, 0.3 mmol), 2-methyl-benzylamine (0.063 mL, 0.5 mmol), and K2CO3 (0.138 g, 1.0 mmol) in toluene (4 mL) was heated with stirring at 100° C. for 2 h. Workup and silica gel column chromatography using 30% ethyl acetate in hexane afforded 7-iodo-2-(2-methyl-benzyl)-2,3-dihydro-isoindol-1-one (0.056 g, 51%). 1H NMR (300 MHz, CDCl3): δ (ppm) 2.35 (s, 3H), 4.14 (s, 2H), 4.82 (s, 2H), 7.11-7.38 (m, 6H), 7.91 (d, 1H). GC-MS: m/z 363 (M)... The reactants are ClC1=CC=C(C=C1)C1C(C1)NC=1C2=C(N=C(N1)S(=O)(=O)CCC)N(N=N2)C2C(C(CC2)O)O (3-[7-[[2-(4-Chlorophenyl)cyclopropyl]amino]-5-(propylsulphonyl)-3H-1,2,3-triazolo[4,5-d]pyrimidin-3-yl]cyclopentane-1,2-diol), C(CCC)S (butanethiol). Product: ClC1=CC=C(C=C1)C1C(C1)NC=1C2=C(N=C(N1)SCCCC)N(N=N2)C2C(C(CC2)O)O (3-[7-[[2-(4-Chlorophenyl)cyclopropyl]amino]-5-(butylthio)-3H-1,2,3-triazolo[4,5-d]pyrimidin-3-yl]cyclopentane-1,2-diol). RXN SMILES: [Cl:1][C:2]1[CH:7]=[CH:6][C:5]([CH:8]2[CH2:10][CH:9]2[NH:11][C:12]2[C:13]3[N:26]=[N:25][N:24]([CH:27]4[CH2:31][CH2:30][CH:29]([OH:32])[CH:28]4[OH:33])[C:14]=3[N:15]=[C:16]([S:18]([CH2:21][CH2:22][CH3:23])(=O)=O)[N:17]=2)=[CH:4][CH:3]=1.[CH2:34](S)CCC>>[Cl:1][C:2]1[CH:7]=[CH:6][C:5]([CH:8]2[CH2:10][CH:9]2[NH:11][C:12]2[C:13]3[N:26]=[N:25][N:24]([CH:27]4[CH2:31][CH2:30][CH:29]([OH:32])[CH:28]4[OH:33])[C:14]=3[N:15]=[C:16]([S:18][CH2:21][CH2:22][CH2:23][CH3:34])[N:17]=2)=[CH:4][CH:3]=1. Reported procedure: The title compound was prepared as described in Example 8 using the product from step b) and butanethiol.